From a dataset of the Open Reaction Database (ORD), a public repository of structured organic reaction records. describe an organic reaction: reactants, conditions, products, and yield The reactants are C(C)(C)(C)OC(=O)N1CC2CN(CC2C1)CC=1SC2=C(N=C(N=C2N2CCOCC2)Cl)N1 (5-(5-chloro-7-morpholin-4-ylthiazolo[4,5-d]pyrimidin-2-ylmethyl)-hexahydro-pyrrolo[3,4-c]pyrrole-2-carboxylic acid tert-butyl ester), N1CCC(CC1)N1CCOCC1 (4-piperidin-4-ylmorpholine). Product: ClC=1N=C(C2=C(N1)N=C(S2)CN2CCC(CC2)N2CCOCC2)N2CCOCC2 (5-Chloro-7-morpholin-4-yl-2-(4-morpholin-4-ylpiperidin-1-ylmethyl)thiazolo[4,5-d]pyrimidine), solid. Yield: 39.0%. As a reaction SMILES: C(OC([N:8]1[CH2:15][CH:14]2[CH:10]([CH2:11][N:12]([CH2:16][C:17]3[S:18][C:19]4[C:24]([N:25]5[CH2:30][CH2:29][O:28][CH2:27][CH2:26]5)=[N:23][C:22]([Cl:31])=[N:21][C:20]=4[N:32]=3)[CH2:13]2)[CH2:9]1)=O)(C)(C)C.N1CCC(N2C[CH2:43][O:42][CH2:41][CH2:40]2)CC1>>[Cl:31][C:22]1[N:23]=[C:24]([N:25]2[CH2:26][CH2:27][O:28][CH2:29][CH2:30]2)[C:19]2[S:18][C:17]([CH2:16][N:12]3[CH2:13][CH2:14][CH:9]([N:8]4[CH2:40][CH2:41][O:42][CH2:43][CH2:15]4)[CH2:10][CH2:11]3)=[N:32][C:20]=2[N:21]=1. Reported procedure: Prepared according to the method used in the preparation of 5-(5-chloro-7-morpholin-4-ylthiazolo[4,5-d]pyrimidin-2-ylmethyl)-hexahydro-pyrrolo[3,4-c]pyrrole-2-carboxylic acid tert-butyl ester using 4-piperidin-4-ylmorpholine in place of hexahydro-pyrrolo[3,4-e]pyrrole-2-carboxylic acid tert-butyl ester. The title compound was obtained as a yellow solid (220 mg, 39%). Starting materials: [Na] (sodium), ClC[Si](C)(C)C (chloromethyltrimethylsilane), [Mg] (Magnesium), BrCCBr (1,2-Dibromoethane), C(C)(C)(C)[Si](OC1CC=C(C1COC(C1=CC=CC=C1)(C1=CC=CC=C1)C1=CC=CC=C1)OS(=O)(=O)C(F)(F)F)(C1=CC=CC=C1)C1=CC=CC=C1 (trifluoromethanesulfonic acid 4-(t-butyl-diphenyl-silanyloxy)-5-trityloxymethyl-1-cyclopentenyl ester). Reagents/catalysts: C=1C=CC(=CC1)[P](C=2C=CC=CC2)(C=3C=CC=CC3)[Pd]([P](C=4C=CC=CC4)(C=5C=CC=CC5)C=6C=CC=CC6)([P](C=7C=CC=CC7)(C=8C=CC=CC8)C=9C=CC=CC9)[P](C=1C=CC=CC1)(C=1C=CC=CC1)C=1C=CC=CC1 (tetrakis(triphenylphosphine)palladium). Run in CCCCCCC (heptane), O1CCCC1 (tetrahydrofuran), O1CCCC1 (tetrahydrofuran), O1CCCC1 (tetrahydrofuran). Conditions: temperature 40 celsius, time 15 minute. The product is C(C)(C)(C)[Si](OC1(C(=CCC1)COC(C1=CC=CC=C1)(C1=CC=CC=C1)C1=CC=CC=C1)C[Si](C)(C)C)(C1=CC=CC=C1)C1=CC=CC=C1 (t-butyl-diphenyl-(3-trimethylsilylmethyl-2-trityloxymethyl-cyclopenten-3-yloxy)-silane). Isolated yield 96.1%. Reaction SMILES: [Mg].BrCCBr.Cl[CH2:7][Si:8]([CH3:11])([CH3:10])[CH3:9].[C:12]([Si:16]([C:58]1[CH:63]=[CH:62][CH:61]=[CH:60][CH:59]=1)([C:52]1[CH:57]=[CH:56][CH:55]=[CH:54][CH:53]=1)[O:17][CH:18]1[CH:22]([CH2:23][O:24][C:25]([C:38]2[CH:43]=[CH:42][CH:41]=[CH:40][CH:39]=2)([C:32]2[CH:37]=[CH:36][CH:35]=[CH:34][CH:33]=2)[C:26]2[CH:31]=[CH:30][CH:29]=[CH:28][CH:27]=2)[C:21](OS(C(F)(F)F)(=O)=O)=[CH:20][CH2:19]1)([CH3:15])([CH3:14])[CH3:13].[Na]>C1C=CC([P]([Pd]([P](C2C=CC=CC=2)(C2C=CC=CC=2)C2C=CC=CC=2)([P](C2C=CC=CC=2)(C2C=CC=CC=2)C2C=CC=CC=2)[P](C2C=CC=CC=2)(C2C=CC=CC=2)C2C=CC=CC=2)(C2C=CC=CC=2)C2C=CC=CC=2)=CC=1.CCCCCCC.O1CCCC1>[C:12]([Si:16]([C:52]1[CH:53]=[CH:54][CH:55]=[CH:56][CH:57]=1)([C:58]1[CH:59]=[CH:60][CH:61]=[CH:62][CH:63]=1)[O:17][C:18]1([CH2:7][Si:8]([CH3:11])([CH3:10])[CH3:9])[CH2:19][CH2:20][CH:21]=[C:22]1[CH2:23][O:24][C:25]([C:26]1[CH:27]=[CH:28][CH:29]=[CH:30][CH:31]=1)([C:38]1[CH:39]=[CH:40][CH:41]=[CH:42][CH:43]=1)[C:32]1[CH:37]=[CH:36][CH:35]=[CH:34][CH:33]=1)([CH3:15])([CH3:13])[CH3:14] |^1:63,68,70,89,108|. Procedure: Magnesium (turning) (33 g, 5.22 mol) was mixed with anhydrous tetrahydrofuran (2 L). 1,2-Dibromoethane (8 ml) was added thereto and stirred for 15 min. To the resulting solution, a mixture of chloromethyltrimethylsilane (364 ml, 2.61 mol) and anhydrous tetrahydrofuran (0.6 L) was added dropwise for 10 min. The mixture solution thus obtained was heated to 40° C. and cooled slowly to precipitate trimethylsilylmethyl magnesium chloride. A mixture of the compound of formula (X) obtained in Example 2... The reactants are COC([C@@H](N(CCCN=[N+]=[N-])C(=O)OC(C)(C)C)CC1=CC=CC=C1)=O ((S)-BOC-(2-benzyl)-3-azidopropyl glycine methyl ester), CO.C(Cl)(Cl)Cl (methanol chloroform). The reagents and catalysts are [Pd] (palladium on carbon). The product is Cl.COC([C@](NC(=O)OC(C)(C)C)(CCCN)CC1=CC=CC=C1)=O ((S)-BOC-(2-benzyl)-ornithine methyl ester hydrochloride). RXN SMILES: [CH3:1][O:2][C:3](=[O:26])[C@H:4]([CH2:19][C:20]1[CH:25]=[CH:24][CH:23]=[CH:22][CH:21]=1)[N:5]([C:12]([O:14][C:15]([CH3:18])([CH3:17])[CH3:16])=[O:13])CCCN=[N+]=[N-].CO.C(Cl)(Cl)[Cl:30]>[Pd]>[ClH:30].[CH3:1][O:2][C:3](=[O:26])[C@@:4]([CH2:19][C:20]1[CH:21]=[CH:22][CH:23]=[CH:24][CH:25]=1)([CH2:20][CH2:19][CH2:4][NH2:5])[NH:5][C:12]([O:14][C:15]([CH3:16])([CH3:17])[CH3:18])=[O:13] |f:1.2,4.5|. Reported procedure: (S)-BOC-(2-benzyl)-3-azidopropyl glycine methyl ester (0.19 g, 0.52 mmol) is dissolved in methanol/chloroform (15:1) (8 ml) and hydrogenated at atmospheric pressure over 10% palladium on carbon for 5 hours. The mixture is filtered, concentrated in vacuo, and the residue triturated with ether/benzene and reconcentrated to give (S)-BOC-(2-benzyl)-ornithine methyl ester hydrochloride. Starting materials: ClC1=NC2=CC=C(C=C2C=C1)Cl (2,6-dichloroquinoline), CC1=CC=C(O1)CN (5-methyl-2-furanmethanamine), NCC1=CC=NC=C1 (4-(aminomethyl)pyridine). Yields the product CC1=CC=C(O1)CNC1=NC2=CC=C(C=C2C=C1)NCC1=CC=NC=C1 (N2-(5-Methyl-furan-2-ylmethyl)-N6-pyridin-4-ylmethyl-quinoline-2,6-diamine). RXN SMILES: Cl[C:2]1[CH:11]=[CH:10][C:9]2[C:4](=[CH:5][CH:6]=[C:7](Cl)[CH:8]=2)[N:3]=1.[CH3:13][C:14]1[O:18][C:17]([CH2:19][NH2:20])=[CH:16][CH:15]=1.[NH2:21][CH2:22][C:23]1[CH:28]=[CH:27][N:26]=[CH:25][CH:24]=1>>[CH3:13][C:14]1[O:18][C:17]([CH2:19][NH:20][C:2]2[CH:11]=[CH:10][C:9]3[C:4](=[CH:5][CH:6]=[C:7]([NH:21][CH2:22][C:23]4[CH:28]=[CH:27][N:26]=[CH:25][CH:24]=4)[CH:8]=3)[N:3]=2)=[CH:16][CH:15]=1. Procedure details: The title compound, MS: m/e=345.1 (M+H+), was prepared in accordance with the general method of example 1 from 2,6-dichloroquinoline, 5-methyl-2-furanmethanamine and 4-(aminomethyl)pyridine.